Dataset: the Open Reaction Database (ORD), a public repository of structured organic reaction records. Task: describe an organic reaction: reactants, conditions, products, and yield The reactants are COC(=O)c1cc(OC)c(OCc2ccccc2)cc1[N+](=O)[O-], CC(=O)O, [Fe], [Na+], [OH-]. Product: COC(=O)c1cc(OC)c(OCc2ccccc2)cc1N. RXN SMILES: [CH2:1]([c:2]1[cH:3][cH:4][cH:5][cH:6][cH:7]1)[O:8][c:9]1[cH:10][c:11]([N+:21]([O-:22])=[O:23])[c:12]([C:13](=[O:14])[O:15][CH3:16])[cH:17][c:18]1[O:19][CH3:20].[CH3:26][C:27](=[O:28])[OH:29].[Fe:30].[Na+:25].[OH-:24]>>[CH2:1]([c:2]1[cH:3][cH:4][cH:5][cH:6][cH:7]1)[O:8][c:9]1[cH:10][c:11]([NH2:21])[c:12]([C:13](=[O:14])[O:15][CH3:16])[cH:17][c:18]1[O:19][CH3:20]. Starting materials: ClCCl, CO, O=[O+][O-], C=CCC1CCC(=O)N1Cc1ccccc1. RXN SMILES: [CH2:17]([Cl:18])[Cl:19].[CH3:23][OH:24].[O-:20][O+:21]=[O:22].[c:1]1([CH2:7][N:8]2[C:9](=[O:16])[CH2:10][CH2:11][CH:12]2[CH2:13][CH:14]=[CH2:15])[cH:2][cH:3][cH:4][cH:5][cH:6]1>>[c:1]1([CH2:7][N:8]2[C:9](=[O:16])[CH2:10][CH2:11][CH:12]2[CH2:13][CH:14]=[O:20])[cH:2][cH:3][cH:4][cH:5][cH:6]1. Yields the product O=CCC1CCC(=O)N1Cc1ccccc1. Reactants: CC(C)(C)[O-], [K+], NOC(=O)c1ccc([N+](=O)[O-])cc1, [Na+], O=C([O-])O, CN(C)C=O, CCOC(=O)c1ncc[nH]1. The product is CCOC(=O)c1nccn1N. RXN SMILES: [CH3:11][C:12]([CH3:13])([O-:14])[CH3:15].[K+:16].[N+:17]([c:18]1[cH:19][cH:20][c:21]([C:22]([O:23][NH2:24])=[O:25])[cH:26][cH:27]1)([O-:28])=[O:29].[Na+:34].[O-:30][C:31]([OH:32])=[O:33].[O:35]=[CH:36][N:37]([CH3:38])[CH3:39].[nH:1]1[c:2]([C:6](=[O:7])[O:8][CH2:9][CH3:10])[n:3][cH:4][cH:5]1>>[n:1]1([NH2:17])[c:2]([C:6](=[O:7])[O:8][CH2:9][CH3:10])[n:3][cH:4][cH:5]1. Reactants: C(C)OC=1C=C(C=CC1[N+](=O)[O-])N1CCNCC1 (1-[3-(ethyloxy)-4-nitrophenyl]piperazine), C(=C)S(=O)(=O)C (methyl vinyl sulfone). Run in O1CCOCC1 (dioxane). Conditions: temperature 120 celsius. Yields the product C(C)OC=1C=C(C=CC1[N+](=O)[O-])N1CCN(CC1)CCS(=O)(=O)C (1-[3-(ethyloxy)-4-nitrophenyl]-4-[2-(methylsulfonyl)ethyl]piperazine). The yield is 79.4%. RXN SMILES: [CH2:1]([O:3][C:4]1[CH:5]=[C:6]([N:13]2[CH2:18][CH2:17][NH:16][CH2:15][CH2:14]2)[CH:7]=[CH:8][C:9]=1[N+:10]([O-:12])=[O:11])[CH3:2].[CH:19]([S:21]([CH3:24])(=[O:23])=[O:22])=[CH2:20]>O1CCOCC1>[CH2:1]([O:3][C:4]1[CH:5]=[C:6]([N:13]2[CH2:14][CH2:15][N:16]([CH2:20][CH2:19][S:21]([CH3:24])(=[O:23])=[O:22])[CH2:17][CH2:18]2)[CH:7]=[CH:8][C:9]=1[N+:10]([O-:12])=[O:11])[CH3:2]. Reported procedure: To 1-[3-(ethyloxy)-4-nitrophenyl]piperazine (0.5 g, 1.99 mmol) in 10 mL of dioxane was added, methyl vinyl sulfone (0.53 g, 4.97 mmol). The mixture was heated to 120° C. for 2 h. The solvent was rotovaped down and the crude product was purified by flash chromatography to give the title compound of step B (0.565 g, 1.58 mmol, 79%). 1H NMR (400 MHz, DMSO-d6) δ ppm 7.83 (d, J=9.34 Hz, 1H), 6.57 (dd, J=9.43, 2.47 Hz, 1H), 6.51 (d, J=2.38 Hz, 1H), 4.16 (q, J=6.96 Hz, 2H), 3.36-3.41 (m, 4H), 3.30-3.34... The reactants are ClC1=CC=C(C=N1)C1=C2C(=NC(=C1C1=CC=NC=C1)C=1C=NC(=CC1)Cl)NN=C2 (4,6-Bis(6-chloropyridin-3-yl)-5-(4-pyridyl)-1H-pyrazolo[3,4-b]pyridine), IC (iodomethane). Yields the product ClC1=CC=C(C=N1)C1=C2C(=NC(=C1C1=CC=NC=C1)C=1C=NC(=CC1)Cl)N(N=C2)C (4,6-Bis(6-chloropyridin-3-yl)-1-methyl-5-(4-pyridyl)pyrazolo[3,4-b]pyridine). Reaction SMILES: [Cl:1][C:2]1[N:7]=[CH:6][C:5]([C:8]2[C:13]([C:14]3[CH:19]=[CH:18][N:17]=[CH:16][CH:15]=3)=[C:12]([C:20]3[CH:21]=[N:22][C:23]([Cl:26])=[CH:24][CH:25]=3)[N:11]=[C:10]3[NH:27][N:28]=[CH:29][C:9]=23)=[CH:4][CH:3]=1.I[CH3:31]>>[Cl:1][C:2]1[N:7]=[CH:6][C:5]([C:8]2[C:13]([C:14]3[CH:15]=[CH:16][N:17]=[CH:18][CH:19]=3)=[C:12]([C:20]3[CH:21]=[N:22][C:23]([Cl:26])=[CH:24][CH:25]=3)[N:11]=[C:10]3[N:27]([CH3:31])[N:28]=[CH:29][C:9]=23)=[CH:4][CH:3]=1. Procedure: Following a similar procedure to that described in examples 73 and 74, but using 4,6-bis(6-chloropyridin-3-yl)-5-(4-pyridyl)-1H-pyrazolo[3,4-b]pyridine (obtained in example 40) instead of 4,6-bis(4-fluorophenyl)-5-(4-pyridyl)-1H-pyrazolo[3,4-b]pyridine and iodomethane instead of 2-bromo-1,1-diethoxyethane, the title compounds were obtained.